This data is from the Open Reaction Database (ORD), a public repository of structured organic reaction records. The task is: describe an organic reaction: reactants, conditions, products, and yield The reactants are COC(=O)C=1C(=C2C=C(C(N(C2=CN1)CC1=CC=CC=C1)=O)CC1=CC=CC=C1)O (1,3-dibenzyl-5-hydroxy-2-oxo-1,2-dihydro-[1,7]naphthyridine-6-carboxylic acid methyl ester), NCC(=O)O (glycine), C[O-].[Na+] (NaOMe). Product: C(C1=CC=CC=C1)N1C(C(=CC2=C(C(=NC=C12)C(=O)NCC(=O)O)O)CC1=CC=CC=C1)=O ([(1,3-Dibenzyl-5-hydroxy-2-oxo-1,2-dihydro-[1,7]naphthyridine-6-carbonyl)-amino]acetic acid). Isolated yield 38.0%. RXN SMILES: CO[C:3]([C:5]1[C:6]([OH:30])=[C:7]2[C:12](=[CH:13][N:14]=1)[N:11]([CH2:15][C:16]1[CH:21]=[CH:20][CH:19]=[CH:18][CH:17]=1)[C:10](=[O:22])[C:9]([CH2:23][C:24]1[CH:29]=[CH:28][CH:27]=[CH:26][CH:25]=1)=[CH:8]2)=[O:4].[NH2:31][CH2:32][C:33]([OH:35])=[O:34].C[O-].[Na+]>>[CH2:15]([N:11]1[C:12]2[C:7](=[C:6]([OH:30])[C:5]([C:3]([NH:31][CH2:32][C:33]([OH:35])=[O:34])=[O:4])=[N:14][CH:13]=2)[CH:8]=[C:9]([CH2:23][C:24]2[CH:29]=[CH:28][CH:27]=[CH:26][CH:25]=2)[C:10]1=[O:22])[C:16]1[CH:17]=[CH:18][CH:19]=[CH:20][CH:21]=1 |f:2.3|. Procedure details: A mixture of 1,3-dibenzyl-5-hydroxy-2-oxo-1,2-dihydro-[1,7]naphthyridine-6-carboxylic acid methyl ester (75 mg, 0.19 mmol), glycine (1.87 g, 24.9 mmol) and NaOMe solution (37.5 mL, 18.8 mmol, 0.5M in MeOH) was refluxed for 16 h. After the mixture was cooled to r.t., the solvent was evaporated in vacuo. The residue was dissolved in saturated NaHCO3 and washed with ether. The aqueous layer was acidified to pH 2 with 4M HCl, and the resulting mixture was extracted with EtOAc. The organic layer was ...